Dataset: the Open Reaction Database (ORD), a public repository of structured organic reaction records. Task: describe an organic reaction: reactants, conditions, products, and yield Starting materials: C(C)(=O)C1=NC=2C(=CC=3C(C(N(C3C2)CC)=O)(C)C)N1 (2-Acetyl-5-ethyl-7,7-dimethyl-5,7-dihydro-1H-imidazo[4,5-f]indol-6-one), O.C1(=CC=C(C=C1)S(=O)(=O)O)C (p-toluenesulfonic acid monohydrate), O1CCCC=C1 (3,4-dihydro-2H-pyrane). Solvent: ClCCl (dichloromethane). Product: C(C)(=O)C1=NC=2C(=CC=3C(C(N(C3C2)CC)=O)(C)C)N1C1OCCCC1 (2-Acetyl-5-ethyl-7,7-dimethyl-1-(tetrahydro-pyran-2-yl)-5,7-dihydro-1H-imidazo[4,5-f]indol-6-one). Yield: 44.4%. As a reaction SMILES: [C:1]([C:4]1[NH:20][C:7]2=[CH:8][C:9]3[C:10]([CH3:19])([CH3:18])[C:11](=[O:17])[N:12]([CH2:15][CH3:16])[C:13]=3[CH:14]=[C:6]2[N:5]=1)(=[O:3])[CH3:2].O.C1(C)C=CC(S(O)(=O)=O)=CC=1.[O:33]1[CH:38]=[CH:37][CH2:36][CH2:35][CH2:34]1>ClCCl>[C:1]([C:4]1[N:20]([CH:34]2[CH2:35][CH2:36][CH2:37][CH2:38][O:33]2)[C:7]2=[CH:8][C:9]3[C:10]([CH3:19])([CH3:18])[C:11](=[O:17])[N:12]([CH2:15][CH3:16])[C:13]=3[CH:14]=[C:6]2[N:5]=1)(=[O:3])[CH3:2] |f:1.2|. Reported procedure: 2-Acetyl-5-ethyl-7,7-dimethyl-5,7-dihydro-1H-imidazo[4,5-f]indol-6-one (11.7 g, 43.1 mmol) and p-toluenesulfonic acid monohydrate (0.82 g, 4.3 mmol) were dissolved in dichloromethane (200 mL). To this solution 3,4-dihydro-2H-pyrane (4.81 g, 56 mmol) was added and the mixture stirred at reflux for 24 h. The mixture was filtered, the filtrate washed with water (2×100 mL), dried over sodium sulfate and concentrated in vacuo. The crude product was purified by column chromatography on silica (dichlor... The reactants are Congo Red, Cl (hydrochloric acid), COC(=O)C(CCCCCCC(=O)OC)(CCCC(CCCCC)OC(C)=O)S(=O)(=O)C (methyl 8-methoxycarbonyl-8-methylsulfonyl-12-acetoxyheptadecanoate), [Cl-].[Na+] (sodium chloride), CS(=O)C (dimethylsulfoxide). Run in O (water), O (water). Conditions: temperature 185 celsius. Product: CS(=O)(=O)C(CCCCCCC(=O)O)CCCC(CCCCC)O (8-methylsulfonyl-12-hydroxyheptadecanoic acid). Isolated yield 110.4%. RXN SMILES: COC([C:5]([S:29]([CH3:32])(=[O:31])=[O:30])([CH2:16][CH2:17][CH2:18][CH:19]([O:25]C(=O)C)[CH2:20][CH2:21][CH2:22][CH2:23][CH3:24])[CH2:6][CH2:7][CH2:8][CH2:9][CH2:10][CH2:11][C:12]([O:14]C)=[O:13])=O.[Cl-].[Na+].CS(C)=O.Cl>O>[CH3:32][S:29]([CH:5]([CH2:16][CH2:17][CH2:18][CH:19]([OH:25])[CH2:20][CH2:21][CH2:22][CH2:23][CH3:24])[CH2:6][CH2:7][CH2:8][CH2:9][CH2:10][CH2:11][C:12]([OH:14])=[O:13])(=[O:30])=[O:31] |f:1.2|. Procedure: A mixture of methyl 8-methoxycarbonyl-8-methylsulfonyl-12-acetoxyheptadecanoate (36.7 g., 0.077 mole), sodium chloride (4.68 g., 0.08 mole), water (1 ml.) and dimethylsulfoxide (60 ml.) is heated in a bath maintained at 185° C. under nitrogen for 5 hours. The resulting reaction mixture is concentrated in vacuo at 100° C. providing an oily residue which is diluted with water. The aqueous mixture is acidified to Congo Red with 6N hydrochloric acid and extracted with ether. The organic extract is w... Starting materials: COP(=O)(CC1CCN(C(=O)OCc2ccccc2)C(C(=O)O)C1)OC, CCO. The product is COP(=O)(CC1CCNC(C(=O)O)C1)OC. Reaction SMILES: [CH2:1]([O:2][C:3](=[O:4])[N:11]1[CH:12]([C:24](=[O:25])[OH:26])[CH2:13][CH:14]([CH2:17][P:18](=[O:19])([O:20][CH3:21])[O:22][CH3:23])[CH2:15][CH2:16]1)[c:5]1[cH:6][cH:7][cH:8][cH:9][cH:10]1.[CH3:27][CH2:28][OH:29]>>[NH:11]1[CH:12]([C:24](=[O:25])[OH:26])[CH2:13][CH:14]([CH2:17][P:18](=[O:19])([O:20][CH3:21])[O:22][CH3:23])[CH2:15][CH2:16]1. The reactants are CC1=CC(=C(C=C1C)N)N (4,5-dimethyl-1,2-phenylenediamine), C(C(=O)O)(=O)O (oxalic acid). The solvent is Cl (HCl), O (H2O). Yields the product CC=1C=C2NC(C(NC2=CC1C)=O)=O (6,7-Dimethyl-1,4-dihydroquinoxaline-2,3-dione). Yield: 938.5%. As a reaction SMILES: [CH3:1][C:2]1[C:7]([CH3:8])=[CH:6][C:5]([NH2:9])=[C:4]([NH2:10])[CH:3]=1.[C:11](O)(=[O:15])[C:12](O)=[O:13]>Cl.O>[CH3:8][C:7]1[CH:6]=[C:5]2[C:4](=[CH:3][C:2]=1[CH3:1])[NH:10][C:12](=[O:13])[C:11](=[O:15])[NH:9]2. Procedure details: A mixture of 2.72 g (2.0 mmol) of 4,5-dimethyl-1,2-phenylenediamine and 1.92 g (21.3 mmol) of oxalic acid in 30 mL of 2N HCl was refluxed for 2.5 h and cooled to room temperature. The mixture was diluted with 20 mL of H2O, filtered, washed with water, and dried to leave a pale-brown solid 3.57 g (94%); mp>250° C.; 1H NMR (DMSO-d6,2.161 (s,6), 6.869 (s,2), 11.78 (s,2).